Dataset: the Open Reaction Database (ORD), a public repository of structured organic reaction records. Task: describe an organic reaction: reactants, conditions, products, and yield The reactants are O (water), C(=O)(OC(C)(C)C)N[C@@H](CC1=CC=C(C=C1)O)C(=O)O (BOC-L-tyrosine), C1CCOC1 (THF), CC(OCC)=O (EA), CI (methyl iodide). Conditions: temperature 0 celsius, time 25 hour. Product: C(=O)(OC(C)(C)C)N([C@@H](CC1=CC=C(C=C1)OC)C(=O)O)C (N-BOC-N,O-Dimethyl-L-tyrosine). Yield: 95.0%. RXN SMILES: [C:1]([NH:8][C@H:9]([C:18]([OH:20])=[O:19])[CH2:10][C:11]1[CH:16]=[CH:15]C(O)=CC=1)([O:3][C:4]([CH3:7])([CH3:6])[CH3:5])=[O:2].CI.[CH3:23]C(=O)OCC.O.[CH2:30]1[CH2:34][O:33][CH2:32][CH2:31]1>>[C:1]([N:8]([CH3:23])[C@H:9]([C:18]([OH:20])=[O:19])[CH2:10][C:11]1[CH:31]=[CH:30][C:34]([O:33][CH3:32])=[CH:15][CH:16]=1)([O:3][C:4]([CH3:5])([CH3:6])[CH3:7])=[O:2]. Procedure: 6.0 g of NaH suspension were washed by decantation 3 times with PE, 50 ml of THF were poured on, and the mixture was cooled to 0° C. Then 32 mmol of BOC-L-tyrosine dissolved in 110 ml of THF were slowly added dropwise, and subsequently 16 ml of methyl iodide were added. The suspension was stirred at RT with exclusion of light for 25 h, 50 ml of EA were added, and the mixture was cautiously hydrolyzed with water. It was concentrated under reduced pressure to a small volume, EA was added, and the ... The reactants are C(C)(C)(C)OC(=O)N1C(=CC=2CN(CCC21)C(=O)OC(C)(C)C)CO[Si](C2=CC=CC=C2)(C2=CC=CC=C2)C(C)(C)C (1,5-bis(t-butoxycarbonyl)-2-(t-butyldiphenylsiloxy)methyl-4,5,6,7-tetrahydro-1H-pyrrolo[3,2-c]pyridine), F (hydrogen fluoride), C(C)(=O)OCC (ethyl acetate), ice water. The solvent is N1=CC=CC=C1 (pyridine), N1=CC=CC=C1 (pyridine). Reaction conditions: time 1 hour. Yields the product C(C)(C)(C)OC(=O)N1C(=CC=2CN(CCC21)C(=O)OC(C)(C)C)CO (1,5-Bis(t-butoxycarbonyl)-2-hydroxymethyl-4,5,6,7-tetrahydro-1H-pyrrolo[3,2-c]pyridine). As a reaction SMILES: [C:1]([O:5][C:6]([N:8]1[C:16]2[CH2:15][CH2:14][N:13]([C:17]([O:19][C:20]([CH3:23])([CH3:22])[CH3:21])=[O:18])[CH2:12][C:11]=2[CH:10]=[C:9]1[CH2:24][O:25][Si](C(C)(C)C)(C1C=CC=CC=1)C1C=CC=CC=1)=[O:7])([CH3:4])([CH3:3])[CH3:2].F.C(OCC)(=O)C>N1C=CC=CC=1>[C:1]([O:5][C:6]([N:8]1[C:16]2[CH2:15][CH2:14][N:13]([C:17]([O:19][C:20]([CH3:23])([CH3:22])[CH3:21])=[O:18])[CH2:12][C:11]=2[CH:10]=[C:9]1[CH2:24][OH:25])=[O:7])([CH3:4])([CH3:2])[CH3:3]. Reported procedure: To a solution of 1,5-bis(t-butoxycarbonyl)-2-(t-butyldiphenylsiloxy)methyl-4,5,6,7-tetrahydro-1H-pyrrolo[3,2-c]pyridine (2.10 g) in pyridine (20 ml), a mixture of hydrogen fluoride and pyridine was added at 0° C., followed by stirring at room temperature for 1 hour. After the reaction mixture was poured into ethyl acetate (50 ml) and ice water (300 ml) which had been stirred in advance, the resulting mixture was separated. The water layer was extracted with ethyl acetate (50 ml). The organic lay... Starting materials: C(C)(=O)N1C(C(CC1)F)C1=CC(=C(C=C1F)NC(=O)C1=NC=CC=C1)[N+](=O)[O-] (N-(4-(1-acetyl-3-fluoropyrrolidin-2-yl)-5-fluoro-2-nitrophenyl)pyridin-2-carboxamide), FC1=C(C=CC=C1)C1=CC=C(C=C1)O (2′-fluorobiphenyl-4-ol). Product: C(C)(=O)N1C(C(CC1)F)C=1C(=CC2=C(NC(=N2)C2=NC=CC=C2)C1)OC1=CC=C(C=C1)C1=C(C=CC=C1)F (6-(1-acetyl-3-fluoropyrrolidin-2-yl)-5-((2′-fluorobiphenyl-4-yl)oxy)-2-pyridin-2-yl-1H-benzimidazole). As a reaction SMILES: [C:1]([N:4]1[CH2:8][CH2:7][CH:6]([F:9])[CH:5]1[C:10]1[C:15](F)=[CH:14][C:13]([NH:17][C:18]([C:20]2[CH:25]=[CH:24][CH:23]=[CH:22][N:21]=2)=O)=[C:12]([N+:26]([O-])=O)[CH:11]=1)(=[O:3])[CH3:2].[F:29][C:30]1[CH:35]=[CH:34][CH:33]=[CH:32][C:31]=1[C:36]1[CH:41]=[CH:40][C:39]([OH:42])=[CH:38][CH:37]=1>>[C:1]([N:4]1[CH2:8][CH2:7][CH:6]([F:9])[CH:5]1[C:10]1[C:15]([O:42][C:39]2[CH:38]=[CH:37][C:36]([C:31]3[CH:32]=[CH:33][CH:34]=[CH:35][C:30]=3[F:29])=[CH:41][CH:40]=2)=[CH:14][C:13]2[N:17]=[C:18]([C:20]3[CH:25]=[CH:24][CH:23]=[CH:22][N:21]=3)[NH:26][C:12]=2[CH:11]=1)(=[O:3])[CH3:2]. Reported procedure: The entitled compound was obtained in the same method as in Example 338 (step 5) or in accordance with the method or by combining it with an ordinary method but using N-(4-(1-acetyl-3-fluoropyrrolidin-2-yl)-5-fluoro-2-nitrophenyl)pyridin-2-carboxamide enantiomer A and 2′-fluorobiphenyl-4-ol. The reactants are BrC=1C=C2C(=NC1)N(C(=N2)CO)C (6-bromo-2-hydroxymethyl-3-methyl-3H-imidazo[4,5-b]pyridine), N(=NC(=O)N1CCCCC1)C(=O)N1CCCCC1 (1,1'-(azodicarbonyl)dipiperidine), OC1=CC=C(CC2C(N(C(S2)=O)C(C2=CC=CC=C2)(C2=CC=CC=C2)C2=CC=CC=C2)=O)C=C1 (5-(4-hydroxybenzyl) -3-triphenylmethylthiazolidine-2,4-dione), C(CCC)P(CCCC)CCCC (tributylphosphine). Run in C1(=CC=CC=C1)C (toluene). Product: BrC=1C=C2C(=NC1)N(C(=N2)COC2=CC=C(CC1C(N(C(S1)=O)C(C1=CC=CC=C1)(C1=CC=CC=C1)C1=CC=CC=C1)=O)C=C2)C (5-{4-(6-Bromo-3-methyl-3H-imidazo[4,5-b]pyridin-2-ylmethoxy) benzyl}-3-triphenylmethylthiazolidine-2,4-dione). Reaction SMILES: [Br:1][C:2]1[CH:3]=[C:4]2[N:10]=[C:9]([CH2:11][OH:12])[N:8]([CH3:13])[C:5]2=[N:6][CH:7]=1.O[C:15]1[CH:47]=[CH:46][C:18]([CH2:19][CH:20]2[S:24][C:23](=[O:25])[N:22]([C:26]([C:39]3[CH:44]=[CH:43][CH:42]=[CH:41][CH:40]=3)([C:33]3[CH:38]=[CH:37][CH:36]=[CH:35][CH:34]=3)[C:27]3[CH:32]=[CH:31][CH:30]=[CH:29][CH:28]=3)[C:21]2=[O:45])=[CH:17][CH:16]=1.C(P(CCCC)CCCC)CCC.N(C(N1CCCCC1)=O)=NC(N1CCCCC1)=O>C1(C)C=CC=CC=1>[Br:1][C:2]1[CH:3]=[C:4]2[N:10]=[C:9]([CH2:11][O:12][C:15]3[CH:47]=[CH:46][C:18]([CH2:19][CH:20]4[S:24][C:23](=[O:25])[N:22]([C:26]([C:39]5[CH:44]=[CH:43][CH:42]=[CH:41][CH:40]=5)([C:33]5[CH:34]=[CH:35][CH:36]=[CH:37][CH:38]=5)[C:27]5[CH:32]=[CH:31][CH:30]=[CH:29][CH:28]=5)[C:21]4=[O:45])=[CH:17][CH:16]=3)[N:8]([CH3:13])[C:5]2=[N:6][CH:7]=1. Procedure: A procedure similar to that described in Preparation 4 was repeated, except that 1.35 g of 6-bromo-2-hydroxymethyl-3-methyl-3H-imidazo[4,5-b]pyridine (prepared as described in Preparation 59), 2.60 g of 5-(4-hydroxybenzyl) -3-triphenylmethylthiazolidine-2,4-dione, 1.39 ml of tributylphosphine, 1.41 g of 1,1'-(azodicarbonyl)dipiperidine and 35 ml of toluene were used, to give the title compound as a crude product. This crude product was purified by column chromatography through silica gel, using ... Starting materials: C(C)(C)(C)OC(NC1=CC=C(C=C1)S(N(CC(C)C)[C@@H](CCCCNC(=O)OC(C)(C)C)CO)(=O)=O)=O ((1S)-{4-[(5-tert-butoxycarbonylamino-1-hydroxymethyl-pentyl)-isobutyl-sulfamoyl]-phenyl}-carbamic acid tert-butyl ester), C(C)(C)(C)OC(NC1=CC=C(C=C1)S(N(CC(C)C)[C@@H](CCCCNC(=O)OC(C)(C)C)CO)(=O)=O)=O ((1S)-{4-[(5-tert-butoxycarbonylamino-1-hydroxymethyl-pentyl)-isobutyl-sulfamoyl]-phenyl}-carbamic acid tert-butyl ester), N,N-dimethylaminopyridine, C(C)(=O)OC(C)=O (acetic anhydride). Solvent: C(Cl)Cl (CH2Cl2). Reaction conditions: time 1 hour. The product is C(C)(C)(C)OC(=O)NCCCC[C@@H](COC(C)=O)N(CC(C)C)S(=O)(=O)C1=CC=C(C=C1)NC(=O)OC(C)(C)C ((2S)-acetic acid 6-tert-butoxycarbonylamino-2-[(4-tert-butoxycarbonylamino-benzenesulfonyl)-isobutyl-amino]-hexyl ester). As a reaction SMILES: [C:1]([O:5][C:6](=[O:37])[NH:7][C:8]1[CH:13]=[CH:12][C:11]([S:14](=[O:36])(=[O:35])[N:15]([C@H:20]([CH2:33][OH:34])[CH2:21][CH2:22][CH2:23][CH2:24][NH:25][C:26]([O:28][C:29]([CH3:32])([CH3:31])[CH3:30])=[O:27])[CH2:16][CH:17]([CH3:19])[CH3:18])=[CH:10][CH:9]=1)([CH3:4])([CH3:3])[CH3:2].[C:38](OC(=O)C)(=[O:40])[CH3:39]>C(Cl)Cl>[C:29]([O:28][C:26]([NH:25][CH2:24][CH2:23][CH2:22][CH2:21][C@H:20]([N:15]([S:14]([C:11]1[CH:10]=[CH:9][C:8]([NH:7][C:6]([O:5][C:1]([CH3:3])([CH3:4])[CH3:2])=[O:37])=[CH:13][CH:12]=1)(=[O:36])=[O:35])[CH2:16][CH:17]([CH3:18])[CH3:19])[CH2:33][O:34][C:38](=[O:40])[CH3:39])=[O:27])([CH3:32])([CH3:31])[CH3:30]. Procedure details: To a stirred solution of (1S)-{4-[(5-tert-butoxycarbonylamino-1-hydroxymethyl-pentyl)-isobutyl-sulfamoyl]-phenyl}-carbamic acid tert-butyl ester (intermediate product (VII) of example 1, step D, 97 mg, 0.18 mmol) in anhydrous CH2Cl2 (3 mL) was added N,N-dimethylaminopyridine (22 mg, 0.18 mmol) and acetic anhydride (0.014 mL, 0.18 mmol). The mixture was stirred at room temperature for 1 hour. The solvent was evaporated. Ethyl acetate (50 mL) was added and the organic layer was washed with water (...